Dataset: the Open Reaction Database (ORD), a public repository of structured organic reaction records. Task: describe an organic reaction: reactants, conditions, products, and yield The reactants are COCCOc1ccc(-c2n[nH]c3ccc(NC(=O)C4(OC)CCNC4)cc23)cc1, CN(C)C=O, CCN(C(C)C)C(C)C, O=C(CCl)N1CCN(c2ccc(-c3ncccn3)c(F)c2)CC1. Yields the product COCCOc1ccc(-c2n[nH]c3ccc(NC(=O)C4(OC)CCN(CC(=O)N5CCN(c6ccc(-c7ncccn7)c(F)c6)CC5)C4)cc23)cc1. Reaction SMILES: [CH3:1][O:2][CH2:3][CH2:4][O:5][c:6]1[cH:7][cH:8][c:9](-[c:12]2[n:13][nH:14][c:15]3[cH:16][cH:17][c:18]([NH:21][C:22](=[O:23])[C:24]4([O:29][CH3:30])[CH2:25][NH:26][CH2:27][CH2:28]4)[cH:19][c:20]23)[cH:10][cH:11]1.[CH3:63][N:64]([CH3:65])[CH:66]=[O:67].[CH:54]([N:55]([CH:56]([CH3:57])[CH3:58])[CH2:59][CH3:60])([CH3:61])[CH3:62].[Cl:31][CH2:32][C:33](=[O:34])[N:35]1[CH2:36][CH2:37][N:38]([c:41]2[cH:42][c:43]([F:53])[c:44](-[c:47]3[n:48][cH:49][cH:50][cH:51][n:52]3)[cH:45][cH:46]2)[CH2:39][CH2:40]1>>[CH3:1][O:2][CH2:3][CH2:4][O:5][c:6]1[cH:7][cH:8][c:9](-[c:12]2[n:13][nH:14][c:15]3[cH:16][cH:17][c:18]([NH:21][C:22](=[O:23])[C:24]4([O:29][CH3:30])[CH2:25][N:26]([CH2:32][C:33](=[O:34])[N:35]5[CH2:36][CH2:37][N:38]([c:41]6[cH:42][c:43]([F:53])[c:44](-[c:47]7[n:48][cH:49][cH:50][cH:51][n:52]7)[cH:45][cH:46]6)[CH2:39][CH2:40]5)[CH2:27][CH2:28]4)[cH:19][c:20]23)[cH:10][cH:11]1. The reactants are C(C)(C)N1N=C(C=CC1=O)C1=C(N=C(C(=N1)C(=O)O)NCC1=CC=C(C=C1)OC)C1=CC=CC=C1 (6-(1-isopropyl-6-oxo-1,6-dihydro-3-pyridazinyl)-3-[(4-methoxybenzyl)amino]-5-phenyl-2-pyrazinecarboxylic acid), C(C)(C)N1N=C(C=CC1=O)C=1N=C(C(=NC1C1=CC=CC=C1)C(=O)O)NCC1=CC=C(C=C1)OC (5-(1-isopropyl-6-oxo-1,6-dihydro-3-pyridazinyl)-3-[(4-methoxybenzyl)amino]-6-phenyl-2-pyrazinecarboxylic acid). Solvent: ClC1=C(C=CC=C1)Cl (o-dichlorobenzene). Reaction conditions: temperature 177.5 celsius. Yields the product C(C)(C)N1N=C(C=CC1=O)C1=NC(=CN=C1C1=CC=CC=C1)NCC1=CC=C(C=C1)OC (2-isopropyl-6-{6-[(4-methoxybenzyl)amino]-3-phenyl-2-pyrazinyl}-3(2H)-pyridazinone). Isolated yield 52.1%. Reaction SMILES: C(N1C(=O)C=CC(C2N=C(C(O)=O)C(NCC3C=CC(OC)=CC=3)=NC=2C2C=CC=CC=2)=N1)(C)C.[CH:36]([N:39]1[C:44](=[O:45])[CH:43]=[CH:42][C:41]([C:46]2[N:47]=[C:48]([NH:61][CH2:62][C:63]3[CH:68]=[CH:67][C:66]([O:69][CH3:70])=[CH:65][CH:64]=3)[C:49](C(O)=O)=[N:50][C:51]=2[C:52]2[CH:57]=[CH:56][CH:55]=[CH:54][CH:53]=2)=[N:40]1)([CH3:38])[CH3:37]>ClC1C=CC=CC=1Cl>[CH:36]([N:39]1[C:44](=[O:45])[CH:43]=[CH:42][C:41]([C:46]2[C:51]([C:52]3[CH:57]=[CH:56][CH:55]=[CH:54][CH:53]=3)=[N:50][CH:49]=[C:48]([NH:61][CH2:62][C:63]3[CH:64]=[CH:65][C:66]([O:69][CH3:70])=[CH:67][CH:68]=3)[N:47]=2)=[N:40]1)([CH3:38])[CH3:37]. Reported procedure: A suspension of a mixture of 6-(1-isopropyl-6-oxo-1,6-dihydro-3-pyridazinyl)-3-[(4-methoxybenzyl)amino]-5-phenyl-2-pyrazinecarboxylic acid and 5-(1-isopropyl-6-oxo-1,6-dihydro-3-pyridazinyl)-3-[(4-methoxybenzyl)amino]-6-phenyl-2-pyrazinecarboxylic acid (9.34 g) in o-dichlorobenzene (37 ml) was heated at 175-180° C. for 5 hours. After cooling, the reaction mixture was purified by column chromatography on silica gel. By eluting with a mixture of n-hexane and EtOAc (50:50 v/v) was obtained 2-isopro... The reactants are C(C1=CC=CC=C1)(=O)Cl (benzoyl chloride), [NH4+].[Cl-] (NH4Cl), CC1(C(C(NC1)=O)OC1=CC(=C(C#N)C=C1)C(F)(F)F)C (4-(4,4-dimethyl-2-oxo-pyrrolidin-3-yloxy)-2-trifluoromethyl-benzonitrile), Product, [H-].[Na+] (NaH). Solvent: [Cl-].[Na+].O (brine), C1CCOC1 (THF), C(C)(=O)OCC (ethyl acetate), C1CCOC1 (THF). Run at time 15 minute. Yields the product C(C1=CC=CC=C1)(=O)N1C(C(C(C1)(C)C)OC1=CC(=C(C#N)C=C1)C(F)(F)F)=O ((+/−) 4-{1-Benzoyl-4,4-dimethyl-2-oxo-pyrrolin-3-yloxy)-2-trifluoromethyl benzonitrile). Reaction SMILES: [CH3:1][C:2]1([CH3:21])[CH2:6][NH:5][C:4](=[O:7])[CH:3]1[O:8][C:9]1[CH:16]=[CH:15][C:12]([C:13]#[N:14])=[C:11]([C:17]([F:20])([F:19])[F:18])[CH:10]=1.[H-].[Na+].[C:24](Cl)(=[O:31])[C:25]1[CH:30]=[CH:29][CH:28]=[CH:27][CH:26]=1.[NH4+].[Cl-]>C1COCC1.[Cl-].[Na+].O.C(OCC)(=O)C>[C:24]([N:5]1[CH2:6][C:2]([CH3:21])([CH3:1])[CH:3]([O:8][C:9]2[CH:16]=[CH:15][C:12]([C:13]#[N:14])=[C:11]([C:17]([F:18])([F:20])[F:19])[CH:10]=2)[C:4]1=[O:7])(=[O:31])[C:25]1[CH:30]=[CH:29][CH:28]=[CH:27][CH:26]=1 |f:1.2,4.5,7.8.9|. Procedure: To a stirring solution of 4-(4,4-dimethyl-2-oxo-pyrrolidin-3-yloxy)-2-trifluoromethyl-benzonitrile (Product of Example 3, 250 mg, 0.84 mmol) in anhydrous THF (5 mL) was added NaH (40 mg, 1 mmol) under N2 at RT(room temperature). After stirring for 15 minutes, benzoyl chloride was added (0.14 mL, 1 mmol) as a solution in THF (1 mL). After stirring at RT overnight sat. NH4Cl (25 mL) and ethyl acetate (150 mL) were added. The separated organic phase was treated with brine and dried over MgSO4. The ... The reactants are C(C)(=O)OC(C)=O (Acetic anhydride), C(C1=CC=CC=C1)OC(=O)C1=CC(=NC2=CC=CC=C12)C1=C(C=CC=C1)O (2-(2-hydroxyphenyl)-4-quinolinecarboxylic acid benzyl ester). The solvent is N1=CC=CC=C1 (pyridine). Reaction conditions: time 7 hour. The product is C(C1=CC=CC=C1)OC(=O)C1=CC(=NC2=CC=CC=C12)C1=C(C=CC=C1)OC(C)=O (2-(2-acetoxyphenyl)-4-quinolinecarboxylic acid benzyl ester). As a reaction SMILES: [C:1](OC(=O)C)(=[O:3])[CH3:2].[CH2:8]([O:15][C:16]([C:18]1[C:27]2[C:22](=[CH:23][CH:24]=[CH:25][CH:26]=2)[N:21]=[C:20]([C:28]2[CH:33]=[CH:32][CH:31]=[CH:30][C:29]=2[OH:34])[CH:19]=1)=[O:17])[C:9]1[CH:14]=[CH:13][CH:12]=[CH:11][CH:10]=1>N1C=CC=CC=1>[CH2:8]([O:15][C:16]([C:18]1[C:27]2[C:22](=[CH:23][CH:24]=[CH:25][CH:26]=2)[N:21]=[C:20]([C:28]2[CH:33]=[CH:32][CH:31]=[CH:30][C:29]=2[O:34][C:1](=[O:3])[CH3:2])[CH:19]=1)=[O:17])[C:9]1[CH:14]=[CH:13][CH:12]=[CH:11][CH:10]=1. Procedure: Acetic anhydride (1 mL) was added to a pyridine (10 mL)) solution of 2-(2-hydroxyphenyl)-4-quinolinecarboxylic acid benzyl ester (1.09 g, 3.07 mmol) obtained above, and the mixture was stirred at room temperature for 7 hours. The reaction solution was concentrated, and then, the residue was purified by silica gel column chromatography to obtain 2-(2-acetoxyphenyl)-4-quinolinecarboxylic acid benzyl ester (940 mg, 2.34 mmol). The reactants are C(C)OC(CC1=NC(=CC=C1)SCC(C)=O)=O ([6-(2-oxo-propylsulfanyl)-pyridin-2-yl]-acetic acid ethyl ester), Cl.ClC=1C(=C(C=CC1)NN)F (3-chloro-2-fluorophenylhydrazine hydrochloride). Product: C(C)OC(CC1=NC(=CC=C1)SC1=C(NC2=C(C(=CC=C12)Cl)F)C)=O ([6-(6-Chloro-7-fluoro-2-methyl-1H-indol-3-ylsulfanyl)-pyridin-2-yl]-acetic acid ethyl ester). As a reaction SMILES: [CH2:1]([O:3][C:4](=[O:17])[CH2:5][C:6]1[CH:11]=[CH:10][CH:9]=[C:8]([S:12][CH2:13][C:14](=O)[CH3:15])[N:7]=1)[CH3:2].Cl.[Cl:19][C:20]1[C:21]([F:28])=[C:22]([NH:26]N)[CH:23]=[CH:24][CH:25]=1>>[CH2:1]([O:3][C:4](=[O:17])[CH2:5][C:6]1[CH:11]=[CH:10][CH:9]=[C:8]([S:12][C:13]2[C:23]3[C:22](=[C:21]([F:28])[C:20]([Cl:19])=[CH:25][CH:24]=3)[NH:26][C:14]=2[CH3:15])[N:7]=1)[CH3:2] |f:1.2|. Procedure: Prepared according to the procedure described in Example 1, Step 4, using the following starting materials: [6-(2-oxo-propylsulfanyl)-pyridin-2-yl]-acetic acid ethyl ester and 3-chloro-2-fluorophenylhydrazine hydrochloride.